Task: describe an organic reaction: reactants, conditions, products, and yield. Dataset: the Open Reaction Database (ORD), a public repository of structured organic reaction records The reactants are CN1CCC2(CC1)C(NC1=CC=CC=C12)=O (1′-(methyl)spiro[indole-3,4′-piperidin]-2(1H)-one), C1CC(=O)N(C1=O)Br (NBS). Solvent: C(C)(=O)OCC (ethyl acetate), CC#N (CH3CN), CO (MeOH). The product is BrC=1C=C2C(=CC1)NC(C21CCN(CC1)C)=O (5-bromo-1′-(methyl)spiro[indole-3,4′-piperidin]-2(1H)-one). Isolated yield 48.9%. RXN SMILES: [CH3:1][N:2]1[CH2:7][CH2:6][C:5]2([C:15]3[C:10](=[CH:11][CH:12]=[CH:13][CH:14]=3)[NH:9][C:8]2=[O:16])[CH2:4][CH2:3]1.C1C(=O)N([Br:24])C(=O)C1>CC#N.CO.C(OCC)(=O)C>[Br:24][C:13]1[CH:14]=[C:15]2[C:5]3([CH2:6][CH2:7][N:2]([CH3:1])[CH2:3][CH2:4]3)[C:8](=[O:16])[NH:9][C:10]2=[CH:11][CH:12]=1. Procedure: A solution of 1′-(methyl)spiro[indole-3,4′-piperidin]-2(1H)-one (6.3 g, 29.1 mmol) in CH3CN (100 ml) and MeOH (5 ml) was cooled to −5° C. and NBS (7.8 g, 44 mmol) was slowly added with stirring. The reaction mixture was stirred for 3.5 h at 0° C. Solvent was removed by vacuo. The residue was purified by silica gel chromatography (2-20% MeOH/CH2Cl2) to give 6 g as a solid. The solid compound was dissolved in ethyl acetate (600 ml) and washed with saturated aqueous NaHCO3 solution, dried (Na2SO4).... The reactants are C(CC)(=O)O.C(CC)(=O)O.O[C@@H]1[C@]2(C)[C@@H](CC1)[C@@H]1[C@@H](CC3=CC(C[C@@H]([C@]3(CO)[C@H]1CC2)C)=O)C (17β,19-dihydroxy-1α,7α-dimethyl-4-androsten-3-one dipropionate), C(CC)(=O)O.C(CC)(=O)O.O[C@@H]1[C@]2(C)[C@@H](CC1)[C@@H]1[C@@H](CC3=CC(C[C@@H]([C@]3(CO)[C@H]1CC2)C)=O)C (17β,19-dihydroxy-1α,7α-dimethyl-4-androsten-3-one dipropionate), C(CC)(=O)O.C(CC)(=O)O.O[C@@H]1[C@]2(C)[C@@H](CC1)[C@@H]1C[C@@H](C3=CC(C[C@@H]([C@]3(CO)[C@H]1CC2)C)=O)C (17β,19-dihydroxy-1α,6α-dimethyl-4-androsten-3-one dipropionate), C(CC)(=O)O.OC[C@]12[C@H](CC(C=C1CC[C@H]1[C@@H]3CCC([C@@]3(C)CC[C@H]21)=O)=O)C (19-hydroxy-1α-methyl-4-androsten-3,17-dione propionate). The product is 17β,19-dihydroxy-1α,17α-dimethyl-4-androsten-3-one, O[C@@H]1[C@]2(C)[C@@H](CC1)[C@@H]1C[C@@H](C3=CC(C[C@@H]([C@]3(CO)[C@H]1CC2)C)=O)C (17β,19-dihydroxy-1α,6α-dimethyl-4-androsten-3-one), OC[C@]12[C@H](CC(C=C1CC[C@H]1[C@@H]3CCC([C@@]3(C)CC[C@H]21)=O)=O)C (19-hydroxy-1α-methyl-4-androstene-3,17-dione), O[C@@H]1[C@]2(C)[C@@H](CC1)[C@@H]1[C@@H](CC3=CC(C[C@@H]([C@]3(CO)[C@H]1CC2)C)=O)C (17β,19-dihydroxy-1α,7α-dimethyl-4-androsten-3-one). As a reaction SMILES: [C:1]([OH:5])(=O)[CH2:2][CH3:3].[C:6](O)(=O)CC.[OH:11][C@H:12]1[CH2:17][CH2:16][C@H:15]2[C@H:18]3[C@H:29]([CH2:30][CH2:31][C@:13]12[CH3:14])[C@:26]1([CH2:27]O)[C:21](=[CH:22][C:23](=[O:33])[CH2:24][C@@H:25]1[CH3:32])[CH2:20][C@H:19]3[CH3:34].C(O)(=O)CC.C(O)(=O)CC.O[C@H:46]1CC[C@H:49]2[C@H:52]3[C@H:63]([CH2:64]C[C@:47]12C)[C@:60]1([CH2:61][OH:62])[C:55](=[CH:56][C:57](=[O:67])[CH2:58][C@@H:59]1[CH3:66])[C@@H:54](C)[CH2:53]3.C(O)(=O)CC.OC[C@@]12[C@@H]3[C@H]([C@H]4[C@@](CC3)(C)C(=O)CC4)CCC1=CC(=O)C[C@@H]2C>>[OH:11][C@H:12]1[CH2:17][CH2:16][C@H:15]2[C@H:18]3[C@H:3]([CH2:30][CH2:31][C@:13]12[CH3:14])[C@:2]1([CH2:1][OH:5])[C:21](=[CH:22][C:23](=[O:33])[CH2:24][C@@H:25]1[CH3:32])[C@@H:26]([CH3:27])[CH2:29]3.[OH:62][CH2:61][C@@:60]12[C@@H:63]3[C@H:52]([C@H:49]4[C@@:2]([CH2:3][CH2:64]3)([CH3:6])[C:1](=[O:5])[CH2:46][CH2:47]4)[CH2:53][CH2:54][C:55]1=[CH:56][C:57](=[O:67])[CH2:58][C@@H:59]2[CH3:66].[OH:11][C@H:12]1[CH2:17][CH2:16][C@H:15]2[C@H:18]3[C@H:3]([CH2:30][CH2:31][C@:13]12[CH3:14])[C@:2]1([CH2:1][OH:5])[C:21](=[CH:22][C:23](=[O:33])[CH2:24][C@@H:25]1[CH3:26])[CH2:20][C@H:19]3[CH3:34] |f:0.1.2,3.4.5,6.7|. Procedure details: Substituting 17β,19-dihydroxy-1α,7α-dimethyl-4-androsten-3-one dipropionate, 17β,19-dihydroxy-1α,6α-dimethyl-4-androsten-3-one dipropionate, 19-hydroxy-1α-methyl-4-androsten-3,17-dione propionate and 17β,19-dihydroxy-1α,7α-dimethyl-4-androsten-3-one dipropionate in the above procedure results in the preparation of 17β,19-dihydroxy-1α,17α-dimethyl-4-androsten-3-one, 17β,19-dihydroxy-1α,6α-dimethyl-4-androsten-3-one, 19-hydroxy-1α-methyl-4-androstene-3,17-dione and 17β,19-dihydroxy-1α,7α-dimethyl-...